This data is from the Open Reaction Database (ORD), a public repository of structured organic reaction records. The task is: describe an organic reaction: reactants, conditions, products, and yield The reactants are C(C)OC(COC1=CC2=C(SC(=C2)CO)C(=C1Cl)Cl)=O (ethyl[(6,7-dichloro-2-hydroxymethylbenzo[b]thien-5-yl)oxy]acetate). Run in C(C)O (ethanol), Cl (hydrochloric acid), O (water), Cl (hydrochloric acid). Product: ClC=1C(=CC2=C(SC(=C2)CO)C1Cl)OCC(=O)O ([(6,7-dichloro-2-hydroxymethylbenzo[b]thien-5-yl)oxy]acetic acid). Isolated yield 9.0%. Reaction SMILES: C([O:3][C:4](=[O:20])[CH2:5][O:6][C:7]1[C:17]([Cl:18])=[C:16]([Cl:19])[C:10]2[S:11][C:12]([CH2:14][OH:15])=[CH:13][C:9]=2[CH:8]=1)C>C(O)C.Cl.O>[Cl:18][C:17]1[C:7]([O:6][CH2:5][C:4]([OH:20])=[O:3])=[CH:8][C:9]2[CH:13]=[C:12]([CH2:14][OH:15])[S:11][C:10]=2[C:16]=1[Cl:19]. Reported procedure: A suspension of 6.05 g of ethyl[(6,7-dichloro-2-hydroxymethylbenzo[b]thien-5-yl)oxy]acetate in 40 ml of 95% ethanol and 56 ml of 3N hydrochloric acid is stirred under reflux for 1 hr. The cooled mixture is diluted with 200 ml of water and made acidic with concentrated hydrochloric acid until pH=2. The precipitate is extracted into ethyl acetate (3×200 ml) and the combined organic extracts are washed with brine, dried over anhydrous magnesium sulfate, filtered and concentrated. Recrystallization ... Starting materials: OC(C#C)C1=CC=CC=C1 (3-hydroxy-3-phenyl-1-propyne), BrC1=C2/C(/C(NC2=CC=C1)=O)=C/C=1NC=CC1OC ((Z)-4-bromo-1,3-dihydro-3-[(3-methoxy-1H-pyrrol-2-yl)methylene]-2H-indol-2-one), C(#C)[Mg]Cl (ethynylmagnesium chloride), C(C1=CC=CC=C1)=O (benzaldehyde), BrC1=C2/C(/C(NC2=CC=C1)=O)=C/C=1NC=CC1OC ((Z)-4-bromo-1,3-dihydro-3-[(3-methoxy-1H-pyrrol-2-yl)methylene]-2H-indol-2-one). The reagents and catalysts are [Cu]I (CuI). Run in CCN(CC)CC (Et3N), CN(C)C=O (DMF). Product: OC(C#CC1=C2/C(/C(NC2=CC=C1)=O)=C/C=1NC=CC1OC)C1=CC=CC=C1 (rac-(Z)-1,3-dihydro-4-(3-hydroxy-3-phenyl-1-propynyl)-3-[(3-methoxy-1H-pyrrol-2-yl)methylene]-2H-indol-2-one). As a reaction SMILES: [OH:1][CH:2]([C:5]1[CH:10]=[CH:9][CH:8]=[CH:7][CH:6]=1)[C:3]#[CH:4].C([Mg]Cl)#C.C(=O)C1C=CC=CC=1.Br[C:24]1[CH:32]=[CH:31][CH:30]=[C:29]2[C:25]=1/[C:26](=[CH:34]/[C:35]1[NH:36][CH:37]=[CH:38][C:39]=1[O:40][CH3:41])/[C:27](=[O:33])[NH:28]2>[Cu]I.CN(C=O)C.CCN(CC)CC>[OH:1][CH:2]([C:5]1[CH:10]=[CH:9][CH:8]=[CH:7][CH:6]=1)[C:3]#[C:4][C:24]1[CH:32]=[CH:31][CH:30]=[C:29]2[C:25]=1/[C:26](=[CH:34]/[C:35]1[NH:36][CH:37]=[CH:38][C:39]=1[O:40][CH3:41])/[C:27](=[O:33])[NH:28]2. Procedure details: Using Method D above, 3-hydroxy-3-phenyl-1-propyne (0.1 g, 0.78 mmol) (prepared by the addition of ethynylmagnesium chloride (Aldrich) to benzaldehyde (Aldrich) through Method A above) was coupled to (Z)-4-bromo-1,3-dihydro-3-[(3-methoxy-1H-pyrrol-2-yl)methylene]-2H-indol-2-one (0.1 g, 0.31 mmol) (Starting Material 1) using DPPFPdCl2 (12.6 mg) (Aldrich) and CuI (3 mg) (Aldrich) as catalyst in DMF (5 mL) and Et3N (5 mL) as solvent at 85° C. for 18 h, yielding rac-(Z)-1,3-dihydro-4-(3-hydroxy-3-ph...